The task is: describe an organic reaction: reactants, conditions, products, and yield. This data is from the Open Reaction Database (ORD), a public repository of structured organic reaction records. Starting materials: CCOC(=O)c1cc(CC)oc1C, [Na+], [OH-]. Product: CCc1cc(C(=O)O)c(C)o1. Reaction SMILES: [CH2:1]([CH3:2])[c:3]1[cH:4][c:5]([C:9](=[O:10])[O:11][CH2:12][CH3:13])[c:6]([CH3:8])[o:7]1.[Na+:15].[OH-:14]>>[CH2:1]([CH3:2])[c:3]1[cH:4][c:5]([C:9](=[O:10])[OH:11])[c:6]([CH3:8])[o:7]1. The reactants are ClC=1C(NC2=CC=C(C=C2N1)C(=O)OC)=O (methyl 3-chloro-2-oxo-1,2-dihydroquinoxaline-6-carboxylate), C[C@@H](CC)N ((S)-butan-2-amine), CCN(C(C)C)C(C)C (DIEA). Run in CS(=O)C (DMSO). Run at temperature 70 celsius, time 3 hour. Yields the product [C@H](C)(CC)NC=1C(NC2=CC=C(C=C2N1)C(=O)OC)=O ((S)-methyl 3-(sec-butylamino)-2-oxo-1,2-dihydroquinoxaline-6-carboxylate). Isolated yield 64.9%. As a reaction SMILES: Cl[C:2]1[C:3](=[O:16])[NH:4][C:5]2[C:10]([N:11]=1)=[CH:9][C:8]([C:12]([O:14][CH3:15])=[O:13])=[CH:7][CH:6]=2.[CH3:17][C@H:18]([NH2:21])[CH2:19][CH3:20].CCN(C(C)C)C(C)C>CS(C)=O>[C@@H:18]([NH:21][C:2]1[C:3](=[O:16])[NH:4][C:5]2[C:10]([N:11]=1)=[CH:9][C:8]([C:12]([O:14][CH3:15])=[O:13])=[CH:7][CH:6]=2)([CH2:19][CH3:20])[CH3:17]. Reported procedure: To a solution of methyl 3-chloro-2-oxo-1,2-dihydroquinoxaline-6-carboxylate (200 mg, 0.84 mmol) in DMSO (2 mL) was added (S)-butan-2-amine (93 mg, 1.27 mmol) and DIEA (163 mg, 1.26 mmol). The resulting solution was stirred for 3 hours at 70° C. and then quenched by the addition of water (10 mL). The solids were collected by filtration to afford (S)-methyl 3-(sec-butylamino)-2-oxo-1,2-dihydroquinoxaline-6-carboxylate as light yellow solid (150 mg, 65%). The reactants are O=Cc1cc(Cl)ccc1O, [K+], [K+], O=C([O-])[O-], Cc1ccc(S(=O)(=O)OCC2CCOCC2)cc1, CN(C)C=O, O. Product: O=Cc1cc(Cl)ccc1OCC1CCOCC1. Reaction SMILES: [Cl:1][c:2]1[cH:3][cH:4][c:5]([OH:10])[c:6]([CH:7]=[O:8])[cH:9]1.[K+:29].[K+:30].[O-:31][C:32]([O-:33])=[O:34].[O:11]1[CH2:12][CH2:13][CH:14]([CH2:17][O:18][S:19]([c:20]2[cH:21][cH:22][c:23]([CH3:24])[cH:25][cH:26]2)(=[O:27])=[O:28])[CH2:15][CH2:16]1.[O:36]=[CH:37][N:38]([CH3:39])[CH3:40].[OH2:35]>>[Cl:1][c:2]1[cH:3][cH:4][c:5]([O:10][CH2:17][CH:14]2[CH2:13][CH2:12][O:11][CH2:16][CH2:15]2)[c:6]([CH:7]=[O:8])[cH:9]1. The reactants are CC(=O)[O-], CC(=O)[O-], Cc1ccccc1, COc1cccc(OC)c1-c1ccccc1P(C1CCCCC1)C1CCCCC1, OCc1cccc(-c2ccc3nc(Cl)cn3c2)c1, [K+], [K+], [K+], O=P([O-])([O-])[O-], [Pd+2], OB(O)c1cnc2ccccc2c1. Yields the product OCc1cccc(-c2ccc3nc(-c4cnc5ccccc5c4)cn3c2)c1. As a reaction SMILES: [C:76]([O-:77])(=[O:78])[CH3:79].[C:81]([O-:82])(=[O:83])[CH3:84].[CH3:69][c:70]1[cH:71][cH:72][cH:73][cH:74][cH:75]1.[CH:32]1([P:33]([CH:34]2[CH2:35][CH2:36][CH2:37][CH2:38][CH2:39]2)[c:40]2[cH:41][cH:42][cH:43][cH:44][c:45]2-[c:46]2[c:47]([O:48][CH3:49])[cH:50][cH:51][cH:52][c:53]2[O:54][CH3:55])[CH2:56][CH2:57][CH2:58][CH2:59][CH2:60]1.[Cl:1][c:2]1[n:3][c:4]2[n:5]([cH:6][c:7](-[c:10]3[cH:11][c:12]([CH2:16][OH:17])[cH:13][cH:14][cH:15]3)[cH:8][cH:9]2)[cH:18]1.[K+:66].[K+:67].[K+:68].[P:61]([O-:62])([O-:63])([O-:64])=[O:65].[Pd+2:80].[n:19]1[cH:20][c:21]([B:29]([OH:30])[OH:31])[cH:22][c:23]2[cH:24][cH:25][cH:26][cH:27][c:28]12>>[c:2]1(-[c:21]2[cH:20][n:19][c:28]3[c:23]([cH:22]2)[cH:24][cH:25][cH:26][cH:27]3)[n:3][c:4]2[n:5]([cH:6][c:7](-[c:10]3[cH:11][c:12]([CH2:16][OH:17])[cH:13][cH:14][cH:15]3)[cH:8][cH:9]2)[cH:18]1. Reactants: C(CC#CCCCCC)(=O)OC (methyl 3-nonynoate), [H][H] (hydrogen). The reagents and catalysts are S(=O)(=O)([O-])[O-].[Ba+2].[Pd+2].S(=O)(=O)([O-])[O-] (palladium-barium sulfate). Run in N1=CC=CC=C1 (pyridine). The product is C(CC=CCCCCC)(=O)OC (methyl 3-nonenoate). As a reaction SMILES: [C:1]([O:11][CH3:12])(=[O:10])[CH2:2][C:3]#[C:4][CH2:5][CH2:6][CH2:7][CH2:8][CH3:9].[H][H]>S([O-])([O-])(=O)=O.[Ba+2].[Pd+2].S([O-])([O-])(=O)=O.N1C=CC=CC=1>[C:1]([O:11][CH3:12])(=[O:10])[CH2:2][CH:3]=[CH:4][CH2:5][CH2:6][CH2:7][CH2:8][CH3:9] |f:2.3.4.5|. Procedure details: A mixture of 5 g. of 1-bromo-2-octyne, 7 g. of potassium cyanide and 35 ml. of dimethylsulfoxide is stirred and heated under nitrogen for about 2.5 hrs. at reflux temperature. The mixture is then poured into water and extracted with ether. The ether extract is washed with water, than with saturated aqueous sodium chloride, dried over sodium sulfate, and evaporated under reduced pressure leaving a residue comprising 3-nonynenitrile. The thus obtained residue is mixed with 45 ml. of 25% hydrogen c...